Dataset: the Open Reaction Database (ORD), a public repository of structured organic reaction records. Task: describe an organic reaction: reactants, conditions, products, and yield Starting materials: ClCC=1CS[C@H]2N(C1C(=O)OCC1=CC=C(C=C1)OC)C(C2NC(C(=NOC(C)C(=O)OC(C2=CC=CC=C2)C2=CC=CC=C2)C=2N=C(SC2)NC(C2=CC=CC=C2)(C2=CC=CC=C2)C2=CC=CC=C2)=O)=O (p-methoxybenzyl 3-chloromethyl-7-{(2-tritylamino-4-thiazolyl)-2-(1-diphenylmethoxycarbonyl-ethoxyimino)acetamido}-ceph-3-em-4-carboxylate), [I-].[Na+] (sodium iodide). The solvent is CC(=O)C (acetone), CC(=O)C (acetone). Yields the product ICC=1CS[C@H]2N(C1C(=O)OCC1=CC=C(C=C1)OC)C(C2NC(C(=NOC(C)C(=O)OC(C2=CC=CC=C2)C2=CC=CC=C2)C=2N=C(SC2)NC(C2=CC=CC=C2)(C2=CC=CC=C2)C2=CC=CC=C2)=O)=O (p-methoxybenzyl 3-iodomethyl-7- {2-(2-tritylamino-4-thiazolyl)-2-(1-diphenylmethoxycarbonyl-ethoxyimino)acetamido}-ceph-3-em- 4-carboxylate). As a reaction SMILES: Cl[CH2:2][C:3]1[CH2:4][S:5][C@@H:6]2[CH:22]([NH:23][C:24](=[O:71])[C:25]([C:46]3[N:47]=[C:48]([NH:51][C:52]([C:65]4[CH:70]=[CH:69][CH:68]=[CH:67][CH:66]=4)([C:59]4[CH:64]=[CH:63][CH:62]=[CH:61][CH:60]=4)[C:53]4[CH:58]=[CH:57][CH:56]=[CH:55][CH:54]=4)[S:49][CH:50]=3)=[N:26][O:27][CH:28]([C:30]([O:32][CH:33]([C:40]3[CH:45]=[CH:44][CH:43]=[CH:42][CH:41]=3)[C:34]3[CH:39]=[CH:38][CH:37]=[CH:36][CH:35]=3)=[O:31])[CH3:29])[C:21](=[O:72])[N:7]2[C:8]=1[C:9]([O:11][CH2:12][C:13]1[CH:18]=[CH:17][C:16]([O:19][CH3:20])=[CH:15][CH:14]=1)=[O:10].[I-:73].[Na+]>CC(C)=O>[I:73][CH2:2][C:3]1[CH2:4][S:5][C@@H:6]2[CH:22]([NH:23][C:24](=[O:71])[C:25]([C:46]3[N:47]=[C:48]([NH:51][C:52]([C:65]4[CH:70]=[CH:69][CH:68]=[CH:67][CH:66]=4)([C:59]4[CH:64]=[CH:63][CH:62]=[CH:61][CH:60]=4)[C:53]4[CH:58]=[CH:57][CH:56]=[CH:55][CH:54]=4)[S:49][CH:50]=3)=[N:26][O:27][CH:28]([C:30]([O:32][CH:33]([C:40]3[CH:45]=[CH:44][CH:43]=[CH:42][CH:41]=3)[C:34]3[CH:39]=[CH:38][CH:37]=[CH:36][CH:35]=3)=[O:31])[CH3:29])[C:21](=[O:72])[N:7]2[C:8]=1[C:9]([O:11][CH2:12][C:13]1[CH:18]=[CH:17][C:16]([O:19][CH3:20])=[CH:15][CH:14]=1)=[O:10] |f:1.2|. Reported procedure: 280 mg (0.28 mmol) of p-methoxybenzyl 3-chloromethyl-7-{(2-tritylamino-4-thiazolyl)-2-(1-diphenylmethoxycarbonyl-ethoxyimino)acetamido}-ceph-3-em-4-carboxylate-syn isomer was dissolved in 3 ml of acetone, and 1.0 ml of acetone solution containing 60 mg (0.4 mmol) of sodium iodide was added to the resulting solution at room temperature and reacted for 40 minutes. After the reaction, the solvent was distilled out, and methylene chloride was added to the resulting residue, the insoluble materials w... The reactants are COC(CC(C(CC(C(F)(F)F)(Cl)Cl)Cl)(C)C)=O (3,3-dimethyl-4,6,6-trichloro-7,7,7-trifluoroenanthic acid methyl ester), [Na] (sodium), C(C)O (ethanol). Reaction conditions: temperature 45 celsius. The product is C(C)OC(=O)C1C(C1C=C(C(F)(F)F)Cl)(C)C (2,2-dimethyl-3-(2'-chloro-3',3',3'-trifluoropropenyl)-cyclopropanecarboxylic acid ethyl ester). Reaction SMILES: [CH3:1][O:2][C:3](=[O:18])[CH2:4][C:5]([CH3:17])([CH3:16])[CH:6](Cl)[CH2:7][C:8]([Cl:14])(Cl)[C:9]([F:12])([F:11])[F:10].[Na].[CH2:20](O)C>>[CH2:1]([O:2][C:3]([CH:4]1[CH:6]([CH:7]=[C:8]([Cl:14])[C:9]([F:10])([F:11])[F:12])[C:5]1([CH3:17])[CH3:16])=[O:18])[CH3:20] |^1:18|. Procedure details: 135 g of 3,3-dimethyl-4,6,6-trichloro-7,7,7-trifluoroenanthic acid methyl ester were added dropwise to a solution of 20.7 g of sodium in 300 ml of ethanol at room temperature in the course of 3 hours, while stirring. The mixture was subsequently stirred at room temperature for 1 hour and then heated to 45° C. for 7 hours. After cooling, sodium chloride which had separated out was filtered off, the filtrate was concentrated somewhat in vacuo, the residue was added to 500 ml of water and the mixtu... The reactants are CS(=O)(=O)Cl (Methanesulfonyl chloride), FC=1C=C2[C@H]3CCCN3C=3C=CN4N=CC(CNCCCOC2=CC1)=C4N3 ((6R)-9-fluoro-13-oxa-2,17,21,22,25-pentaazapentacyclo-[17.5.2.02,6.07,12.022,26]hexacosa-1(25),7,9,11,19(26),20,23-heptaene), CCN(C(C)C)C(C)C (DIEA). The solvent is C(Cl)Cl (DCM). Conditions: time 8 hour. Product: FC=1C=C2[C@H]3CCCN3C=3C=CN4N=CC(CN(CCCOC2=CC1)S(=O)(=O)C)=C4N3 ((6R)-9-fluoro-17-methanesulfonyl-13-oxa-2,17,21,22,25-pentaazapentacyclo[17.5.2.02,6.07,12.022,26]hexacosa-1(25),7,9,11,19 (26),20,23-heptaene). Yield: 59.7%. RXN SMILES: [CH3:1][S:2](Cl)(=[O:4])=[O:3].[F:6][C:7]1[CH:8]=[C:9]2[C:28](=[CH:29][CH:30]=1)[O:27][CH2:26][CH2:25][CH2:24][NH:23][CH2:22][C:21]1=[C:31]3[N:32]=[C:15]([CH:16]=[CH:17][N:18]3[N:19]=[CH:20]1)[N:14]1[C@@H:10]2[CH2:11][CH2:12][CH2:13]1.CCN(C(C)C)C(C)C>C(Cl)Cl>[F:6][C:7]1[CH:8]=[C:9]2[C:28](=[CH:29][CH:30]=1)[O:27][CH2:26][CH2:25][CH2:24][N:23]([S:2]([CH3:1])(=[O:4])=[O:3])[CH2:22][C:21]1=[C:31]3[N:32]=[C:15]([CH:16]=[CH:17][N:18]3[N:19]=[CH:20]1)[N:14]1[C@@H:10]2[CH2:11][CH2:12][CH2:13]1. Reported procedure: Methanesulfonyl chloride (1.69 μL, 0.0218 mmol) was added to a DCM (0.5 mL) solution of (6R)-9-fluoro-13-oxa-2,17,21,22,25-pentaazapentacyclo[17.5.2.02,6.07,12.022,26]hexacosa-1(25),7,9,11,19(26),20,23-heptaene (Example 24, 4.0 mg, 0.0109 mmol), followed by DIEA (9.48 μL, 0.0544 mmol). The reaction was stirred at ambient temperature overnight, concentrated and purified by reverse-phase column chromatography eluting with 0-80% acetonitrile/H2O to afford the title compound (2.9 mg, 59.8% yield). M... Starting materials: ClC1=C(C(=O)NC2=C(C=CC(=C2)OC2=CC=C3C(=N2)SC(=N3)NC(=O)C3CC3)F)C=CC=C1C1(CC1)C#N (2-chloro-3-(1-cyanocyclopropyl)-N-[5-({2-[(cyclopropylcarbonyl)amino][1,3]thiazolo[5,4-b]pyridin-5-yl}oxy)-2-fluorophenyl]benzamide), C(C)(=O)OC(C)=O (acetic anhydride), O (water). Reagents/catalysts: CN(C1=CC=NC=C1)C (N,N-dimethylpyridine-4-amine). The solvent is N1=CC=CC=C1 (pyridine). Reaction conditions: time 30 minute. The product is C(C)(=O)N(C(C1=C(C(=CC=C1)C1(CC1)C#N)Cl)=O)C1=C(C=CC(=C1)OC1=CC=C2C(=N1)SC(=N2)NC(=O)C2CC2)F (N-acetyl-2-chloro-3-(1-cyanocyclopropyl)-N-[5-({2-[(cyclopropylcarbonyl)amino][1,3]thiazolo[5,4-b]pyridin-5-yl}oxy)-2-fluorophenyl]benzamide). Yield: 35.4%. RXN SMILES: [Cl:1][C:2]1[C:33]([C:34]2([C:37]#[N:38])[CH2:36][CH2:35]2)=[CH:32][CH:31]=[CH:30][C:3]=1[C:4]([NH:6][C:7]1[CH:12]=[C:11]([O:13][C:14]2[N:19]=[C:18]3[S:20][C:21]([NH:23][C:24]([CH:26]4[CH2:28][CH2:27]4)=[O:25])=[N:22][C:17]3=[CH:16][CH:15]=2)[CH:10]=[CH:9][C:8]=1[F:29])=[O:5].[C:39](OC(=O)C)(=[O:41])[CH3:40].O>N1C=CC=CC=1.CN(C)C1C=CN=CC=1>[C:39]([N:6]([C:7]1[CH:12]=[C:11]([O:13][C:14]2[N:19]=[C:18]3[S:20][C:21]([NH:23][C:24]([CH:26]4[CH2:28][CH2:27]4)=[O:25])=[N:22][C:17]3=[CH:16][CH:15]=2)[CH:10]=[CH:9][C:8]=1[F:29])[C:4](=[O:5])[C:3]1[CH:30]=[CH:31][CH:32]=[C:33]([C:34]2([C:37]#[N:38])[CH2:36][CH2:35]2)[C:2]=1[Cl:1])(=[O:41])[CH3:40]. Reported procedure: To a solution of 2-chloro-3-(1-cyanocyclopropyl)-N-[5-({2-[(cyclopropylcarbonyl)amino][1,3]thiazolo[5,4-b]pyridin-5-yl}oxy)-2-fluorophenyl]benzamide (180 mg, 0.328 mmol) in pyridine (2 mL) were added N,N-dimethylpyridine-4-amine (18.0 mg, 0.147 mmol) and acetic anhydride (138 μL, 1.46 mmol), and the mixture was stirred at room temperature for 30 min. To the reaction mixture was added water (5 mL), and the mixture was extracted with ethyl acetate (5mL×4). The organic layers were combined, washed ... RXN SMILES: [C:1]([O:9][CH2:10][CH3:11])(=[O:8])[CH2:2][C:3]([O:5][CH2:6][CH3:7])=[O:4].[H-].[Na+].Cl.[CH2:15]([NH:29][C:30]1[CH:38]=[CH:37][C:33]([C:34](Cl)=[O:35])=[CH:32][CH:31]=1)[CH2:16][CH2:17][CH:18]=[CH:19][CH2:20][CH2:21][CH2:22][CH2:23][CH2:24][CH2:25][CH2:26][CH2:27][CH3:28]>COCCOC>[CH2:15]([NH:29][C:30]1[CH:31]=[CH:32][C:33]([C:34]([CH:2]([C:3]([O:5][CH2:6][CH3:7])=[O:4])[C:1]([O:9][CH2:10][CH3:11])=[O:8])=[O:35])=[CH:37][CH:38]=1)[CH2:16][CH2:17][CH:18]=[CH:19][CH2:20][CH2:21][CH2:22][CH2:23][CH2:24][CH2:25][CH2:26][CH2:27][CH3:28] |f:1.2,3.4|. The product is C(CCC=CCCCCCCCCC)NC1=CC=C(C(=O)C(C(=O)OCC)C(=O)OCC)C=C1 (diethyl 4-(1-tetradec-4-enylamino)benzoylmalonate). Reactants: C(CC(=O)OCC)(=O)OCC (diethyl malonate), [H-].[Na+] (sodium hydride), Cl.C(CCC=CCCCCCCCCC)NC1=CC=C(C(=O)Cl)C=C1 (4-(1-tetradec-4-enylamino)benzoyl chloride hydrochloride). Solvent: COCCOC (1,2-dimethoxyethane), COCCOC (1,2-dimethoxyethane), COCCOC (1,2-dimethoxyethane). Procedure details: A solution of 26.6 g. of diethyl malonate and 10 ml. of 1,2-dimethoxyethane is added to a suspension of 4.0 g. of sodium hydride in 1,2-dimethoxyethane under argon. A solution of 17.3 g. of 4-(1-tetradec-4-enylamino)benzoyl chloride hydrochloride in 1,2-dimethoxyethane is then added. The reaction mixture is refluxed for 4.5 hours, cooled, poured on ice, acidified, and extracted with ether. The ether solution is washed with water and saturated sodium chloride solution, dried over anhydrous sodium... Reactants: COC1=CC(=CC=2OC([C@H]3[C@H](C21)CC(CC3)=O)(C)C)C(CCCCCC)(C)C (trans-1-methoxy-3-(1,1-dimethylheptyl)-6,6-dimethyl-6,6a,7,8,10,10a-hexahydro-9H-dibenzo[b,d]pyran-9-one), B(Br)(Br)Br (boron tribromide). The solvent is ClCCl (dichloromethane). Yields the product OC1=CC(=CC=2OC([C@H]3[C@H](C21)CC(CC3)=O)(C)C)C(CCCCCC)(C)C (trans-1-hydroxy-3-(1,1-dimethylheptyl)-6,6-dimethyl-6,6a,7,8,10,10a-hexahydro-9H-dibenzo[b,d]pyran-9-one). RXN SMILES: C[O:2][C:3]1[C:12]2[C@@H:11]3[CH2:13][C:14](=[O:17])[CH2:15][CH2:16][C@H:10]3[C:9]([CH3:19])([CH3:18])[O:8][C:7]=2[CH:6]=[C:5]([C:20]([CH3:28])([CH3:27])[CH2:21][CH2:22][CH2:23][CH2:24][CH2:25][CH3:26])[CH:4]=1.B(Br)(Br)Br>ClCCl>[OH:2][C:3]1[C:12]2[C@@H:11]3[CH2:13][C:14](=[O:17])[CH2:15][CH2:16][C@H:10]3[C:9]([CH3:18])([CH3:19])[O:8][C:7]=2[CH:6]=[C:5]([C:20]([CH3:27])([CH3:28])[CH2:21][CH2:22][CH2:23][CH2:24][CH2:25][CH3:26])[CH:4]=1. Reported procedure: A solution of dl-trans-1-methoxy-3-(1,1-dimethylheptyl)-6,6-dimethyl-6,6a,7,8,10,10a-hexahydro-9H-dibenzo[b,d]pyran-9-one (prepared as described in Example 1) and boron tribromide in dichloromethane is stirred for about eight hours at about 40° C. The reaction mixture is then washed with water, dried, and the solvent is removed by evaporation under reduced pressure to give dl-trans-1-hydroxy-3-(1,1-dimethylheptyl)-6,6-dimethyl-6,6a,7,8,10,10a-hexahydro-9H-dibenzo[b,d]pyran-9-one. This compound i...